From a dataset of the Open Reaction Database (ORD), a public repository of structured organic reaction records. describe an organic reaction: reactants, conditions, products, and yield Isolated yield 3.0%. Solvent: O (water), C1CCOC1 (THF). Yields the product ClC=1C=C(C=CC1OCC1=NC=CC=C1)NC1=NC=NC2=CC(=C(C=C12)NC(=O)[C@H](C)NC(C=C)=O)OC ((1S)—N-(1-{4-[3-chloro-4-(pyridin-2-ylmethoxy)-phenylamino]-7-methoxy-quinazolin-6-ylcarbamoyl}-ethyl)-acrylamide). RXN SMILES: [NH2:1][C@@H:2]([CH3:35])[C:3]([NH:5][C:6]1[CH:7]=[C:8]2[C:13](=[CH:14][C:15]=1OCC)[N:12]=[CH:11][N:10]=[C:9]2[NH:19][C:20]1[CH:25]=[CH:24][C:23]([O:26][CH2:27][C:28]2[CH:33]=[CH:32][CH:31]=[CH:30][N:29]=2)=[C:22]([Cl:34])[CH:21]=1)=[O:4].[C:36](Cl)(=[O:39])[CH:37]=[CH2:38].[C:41](=O)(O)[O-:42].[Na+]>C1COCC1.O>[Cl:34][C:22]1[CH:21]=[C:20]([NH:19][C:9]2[C:8]3[C:13](=[CH:14][C:15]([O:42][CH3:41])=[C:6]([NH:5][C:3]([C@@H:2]([NH:1][C:36](=[O:39])[CH:37]=[CH2:38])[CH3:35])=[O:4])[CH:7]=3)[N:12]=[CH:11][N:10]=2)[CH:25]=[CH:24][C:23]=1[O:26][CH2:27][C:28]1[CH:33]=[CH:32][CH:31]=[CH:30][N:29]=1 |f:2.3|. Procedure details: 300 mg of (2S)-amino-N-{4-[3-chloro-4-(pyridin-2-ylmethoxy)-phenylamino]-7-ethoxy-quinazolin-6-yl}-propionamide as a starting material was dissolved in 9 ml of THF and 3 ml of water, and reacted with 0.06 ml of acryloylchloride at room temperature for 1 hour after adding 153 mg of sodium bicarbonate. The reacted solution was extracted with a mixture of chloroform and isopropanol after adding water, washed with saturated saline solution, dried over anhydrous sodium sulfate, filtered and distilled... Starting materials: C(C=C)(=O)Cl (acryloylchloride), N[C@H](C(=O)NC=1C=C2C(=NC=NC2=CC1OCC)NC1=CC(=C(C=C1)OCC1=NC=CC=C1)Cl)C ((2S)-amino-N-{4-[3-chloro-4-(pyridin-2-ylmethoxy)-phenylamino]-7-ethoxy-quinazolin-6-yl}-propionamide), C([O-])(O)=O.[Na+] (sodium bicarbonate).